describe an organic reaction: reactants, conditions, products, and yield From a dataset of the Open Reaction Database (ORD), a public repository of structured organic reaction records. Procedure: In analogy to the procedure described in Example 293, 2-[(6-cyclopropylmethoxy-5-trifluoromethyl-pyridine-2-carbonyl)-amino]-2-ethyl-butyric acid (Example 252 b) and 3,3-difluoroazetidine hydrochloride (CAN 288315-03-7) were condensed to the title product. MS (EI): m/e=450.0 [M+H]+. Yields the product FC1(CN(C1)C(=O)C(CC)(CC)NC(=O)C1=NC(=C(C=C1)C(F)(F)F)OCC1CC1)F (6-Cyclopropylmethoxy-5-trifluoromethyl-pyridine-2-carboxylic acid [1-(3,3-difluoro-azetidine-1-carbonyl)-1-ethyl-propyl]-amide). Reaction SMILES: [CH:1]1([CH2:4][O:5][C:6]2[N:11]=[C:10]([C:12]([NH:14][C:15]([CH2:21][CH3:22])([CH2:19][CH3:20])[C:16](O)=[O:17])=[O:13])[CH:9]=[CH:8][C:7]=2[C:23]([F:26])([F:25])[F:24])[CH2:3][CH2:2]1.Cl.[F:28][C:29]1([F:33])[CH2:32][NH:31][CH2:30]1>>[F:28][C:29]1([F:33])[CH2:32][N:31]([C:16]([C:15]([NH:14][C:12]([C:10]2[CH:9]=[CH:8][C:7]([C:23]([F:24])([F:26])[F:25])=[C:6]([O:5][CH2:4][CH:1]3[CH2:2][CH2:3]3)[N:11]=2)=[O:13])([CH2:19][CH3:20])[CH2:21][CH3:22])=[O:17])[CH2:30]1 |f:1.2|. The reactants are C1(CC1)COC1=C(C=CC(=N1)C(=O)NC(C(=O)O)(CC)CC)C(F)(F)F (2-[(6-Cyclopropylmethoxy-5-trifluoromethyl-pyridine-2-carbonyl)-amino]-2-ethyl-butyric acid), Cl.FC1(CNC1)F (3,3-difluoroazetidine hydrochloride). Starting materials: BrBr (Br2), CS(=O)(=O)C1=CC=C(C=C1)C (4-methanesulfonyl-1-methyl-benzene), petroleum ether EtOAc. Reagents/catalysts: [Fe] (iron). The solvent is ice. Reaction conditions: time 2 hour. The product is BrC1=C(C=CC(=C1)S(=O)(=O)C)C (2-Bromo-4-methanesulfonyl-1-methyl-benzene). The yield is 60.2%. As a reaction SMILES: [Br:1]Br.[CH3:3][S:4]([C:7]1[CH:12]=[CH:11][C:10]([CH3:13])=[CH:9][CH:8]=1)(=[O:6])=[O:5]>[Fe]>[Br:1][C:11]1[CH:12]=[C:7]([S:4]([CH3:3])(=[O:5])=[O:6])[CH:8]=[CH:9][C:10]=1[CH3:13]. Reported procedure: To a solution of elemental iron (67 mg, 1.2 mmol) in Br2 (2.05 mL, 39.9 mmol) was added 4-methanesulfonyl-1-methyl-benzene (340 mg, 2.0 mmol) at 0° C. The reaction mixture was stirred at room temperature for 2 hrs. TLC (petroleum ether:EtOAc 3:1) indicated the reaction was completed. Then the mixture was poured into an ice-cold aqueous Na2S2SO3 (1M, 10 mL) and extracted with EtOAc (20 mL×3), washed with brine (10 mL×3), dried over sodium sulfate, concentrated in vacuum, and the residue was purif... The reactants are COCCOCC1CC(C2=C(S1(=O)=O)SC(=C2)S(=O)(=O)N)NC(CC)=O (5,6-dihydro-6-(2-methoxyethoxymethyl)-4-propionamido-4H-thieno[2,3-b]thiopyran-2-sulfonamide-7,7-dioxide), CSC.B (borane dimethylsulfide). Solvent: C1CCOC1 (THF). Run at temperature 60 celsius. Yields the product COCCOCC1CC(C2=C(S1(=O)=O)SC(=C2)S(=O)(=O)N)NCCC (5,6-dihydro-6-(2-methoxyethoxymethyl)-4-propylamino-4H-thieno[2,3-b]thiopyran-2-sulfonamide-7,7-dioxide). RXN SMILES: [CH3:1][O:2][CH2:3][CH2:4][O:5][CH2:6][CH:7]1[S:12](=[O:14])(=[O:13])[C:11]2[S:15][C:16]([S:18]([NH2:21])(=[O:20])=[O:19])=[CH:17][C:10]=2[CH:9]([NH:22][C:23](=O)[CH2:24][CH3:25])[CH2:8]1.CSC.B>C1COCC1>[CH3:1][O:2][CH2:3][CH2:4][O:5][CH2:6][CH:7]1[S:12](=[O:13])(=[O:14])[C:11]2[S:15][C:16]([S:18]([NH2:21])(=[O:19])=[O:20])=[CH:17][C:10]=2[CH:9]([NH:22][CH2:23][CH2:24][CH3:25])[CH2:8]1 |f:1.2|. Reported procedure: To a solution of 11 (39.9 g, 0.021 mol) in THF (400 ml) under N2 was added dropwise 10M borane dimethylsulfide (42.5 ml, 0.42 mol). After addition, the reaction which was fitted with a short-path distillation head was heated to 60° C. for 3 h while collecting distilled dimethylsulfide and THF. The solution was then concentrated to dryness and then 6N HCl was carefully added dropwise. After addition the reaction was heated at reflux for 1/2 h, the solution was concentrated, flushed with EtOH (2×)... The reactants are CC1=C(N)C=CC(=C1)OCCCN1CCOCC1 (2-methyl-4-(3-morpholinopropoxy)aniline), ClC=1C=C(OCCN2CCOCC2)C=CC1[N+](=O)[O-] (4-(2-(3-chloro-4-nitrophenoxy)ethyl)morpholine), C(=O)[O-].[NH4+] (ammonium formate). The reagents and catalysts are [Fe] (iron). Run in C1(=CC=CC=C1)C.O (toluene water). The product is ClC1=C(N)C=CC(=C1)OCCN1CCOCC1 (2-chloro-4-(2 morpholinoethoxy)aniline). Reaction SMILES: CC1C=C(OCCCN2CCOCC2)C=CC=1N.[Cl:19][C:20]1[CH:21]=[C:22]([CH:32]=[CH:33][C:34]=1[N+:35]([O-])=O)[O:23][CH2:24][CH2:25][N:26]1[CH2:31][CH2:30][O:29][CH2:28][CH2:27]1.C([O-])=O.[NH4+]>[Fe].C1(C)C=CC=CC=1.O>[Cl:19][C:20]1[CH:21]=[C:22]([O:23][CH2:24][CH2:25][N:26]2[CH2:31][CH2:30][O:29][CH2:28][CH2:27]2)[CH:32]=[CH:33][C:34]=1[NH2:35] |f:2.3,5.6|. Procedure: 2-Chloro-4-(2-morpholinoethoxy)aniline was prepared in a manner analogous to that used for 2-methyl-4-(3-morpholinopropoxy)aniline in Example 69. 4-(2-(3-chloro-4-nitrophenoxy)ethyl)morpholine was reduced using ammonium formate and iron powder in refluxing toluene-water mixture to give 2-chloro-4-(2 morpholinoethoxy)aniline in 87% yield. 1H-NMR (DMSO-d6) δ 6.53 (s, 1H), 6.40 (d, 1H), 6.29 (d, 1H), 5.85 (br s, 2H), 4.06 (t, 2H), 3.56 (t, 4H), 2.69 (t, 2H), 2.50 (t, 4H). (MS (EI): 257 (MH+). The reactants are C1(CCCC1)C1C2=C(B(O1)O)C=C(C=C2)NC(C2=C(C=CC=C2)C(F)(F)F)=O (N-(3-cyclopentyl-1-hydroxy-1,3-dihydro-benzo[c][1,2]oxaborol-6-yl)-2-trifluoromethyl-benzamide), C(C(C)C)[Mg]Br (isobutyl magnesium bromide). Product: OB1OC(C2=C1C=C(C=C2)NC(C2=C(C=CC=C2)C(F)(F)F)=O)CC(C)C (N-(1-Hydroxy-3-isobutyl-1,3-dihydro-benzo[c][1,2]oxaborol-6-yl)-2-trifluoromethyl-benzamide). RXN SMILES: [CH:1]1([CH:6]2[O:10][B:9]([OH:11])[C:8]3[CH:12]=[C:13]([NH:16][C:17](=[O:28])[C:18]4[CH:23]=[CH:22][CH:21]=[CH:20][C:19]=4[C:24]([F:27])([F:26])[F:25])[CH:14]=[CH:15][C:7]2=3)[CH2:5][CH2:4]CC1.[CH2:29]([Mg]Br)C(C)C>>[OH:11][B:9]1[C:8]2[CH:12]=[C:13]([NH:16][C:17](=[O:28])[C:18]3[CH:23]=[CH:22][CH:21]=[CH:20][C:19]=3[C:24]([F:26])([F:27])[F:25])[CH:14]=[CH:15][C:7]=2[CH:6]([CH2:1][CH:5]([CH3:4])[CH3:29])[O:10]1. Procedure: The title compound was prepared using a procedure similar to that of N-(3-cyclopentyl-1-hydroxy-1,3-dihydro-benzo[c][1,2]oxaborol-6-yl)-2-trifluoromethyl-benzamide with isobutyl magnesium bromide replacing cyclopentyl magnesium bromide. Data: LCMS (M/Z): 378 (M+H); 1H NMR (DMSO-d6) δ: 10.53 (s, 1H), 9.13 (s, 1H), 8.06 (d, J=1.9 Hz, 1H), 7.81 (d, J=7.5 Hz, 1H), 7.73-7.79 (m, 1H), 7.65-7.71 (m, 2H), 7.62 (dd, J=8.2, 2.0 Hz, 1H), 7.31 (d, J=8.2 Hz, 1H), 5.10 (dd, J=9.8, 3.0 Hz, 1H), 1.81-1.92 (m, 1... The reactants are OB(O)c1ccccc1 (effective_coupling_partner), CCN(CC)C(=O)Oc2cccc3[nH]c1ccccc1c23 (substrate). The reagents and catalysts are PCy3. Run at temperature 150 celsius, time 10 hour. Yields the product c4ccc(c2cccc3[nH]c1ccccc1c23)cc4. Reactants: O=C([O-])O, O=S(=O)(Cl)c1ccc(Cl)cc1, Nc1ccccc1C(=O)NCCCn1ccnc1, [Na+], O. The product is O=C(NCCCn1ccnc1)c1ccccc1NS(=O)(=O)c1ccc(Cl)cc1. RXN SMILES: [C:30](=[O:31])([OH:32])[O-:33].[Cl:1][c:2]1[cH:3][cH:4][c:5]([S:8](=[O:9])(=[O:10])[Cl:11])[cH:6][cH:7]1.[NH2:12][c:13]1[c:14]([C:15](=[O:16])[NH:17][CH2:18][CH2:19][CH2:20][n:21]2[cH:22][n:23][cH:24][cH:25]2)[cH:26][cH:27][cH:28][cH:29]1.[Na+:34].[OH2:35]>>[Cl:1][c:2]1[cH:3][cH:4][c:5]([S:8](=[O:9])(=[O:10])[NH:12][c:13]2[c:14]([C:15](=[O:16])[NH:17][CH2:18][CH2:19][CH2:20][n:21]3[cH:22][n:23][cH:24][cH:25]3)[cH:26][cH:27][cH:28][cH:29]2)[cH:6][cH:7]1. The reactants are CC(=O)N1c2ccc(N)cc2C(C)(c2ccccc2)CC1(C)C, CCN(C(C)C)C(C)C, C1CCOC1, O=S(=O)(Cl)Cc1ccccc1. Product: CC(=O)N1c2ccc(NS(=O)(=O)Cc3ccccc3)cc2C(C)(c2ccccc2)CC1(C)C. RXN SMILES: [C:1]([CH3:2])(=[O:3])[N:4]1[C:5]([CH3:22])([CH3:23])[CH2:6][C:7]([CH3:15])([c:16]2[cH:17][cH:18][cH:19][cH:20][cH:21]2)[c:8]2[cH:9][c:10]([NH2:14])[cH:11][cH:12][c:13]21.[CH:35]([N:36]([CH2:37][CH3:38])[CH:39]([CH3:40])[CH3:41])([CH3:42])[CH3:43].[O:44]1[CH2:45][CH2:46][CH2:47][CH2:48]1.[c:24]1([CH2:30][S:31](=[O:32])(=[O:33])[Cl:34])[cH:25][cH:26][cH:27][cH:28][cH:29]1>>[C:1]([CH3:2])(=[O:3])[N:4]1[C:5]([CH3:22])([CH3:23])[CH2:6][C:7]([CH3:15])([c:16]2[cH:17][cH:18][cH:19][cH:20][cH:21]2)[c:8]2[cH:9][c:10]([NH:14][S:31]([CH2:30][c:24]3[cH:25][cH:26][cH:27][cH:28][cH:29]3)(=[O:32])=[O:33])[cH:11][cH:12][c:13]21.